describe an organic reaction: reactants, conditions, products, and yield From a dataset of the Open Reaction Database (ORD), a public repository of structured organic reaction records. Reactants: C(C)(=O)O[BH-](OC(C)=O)OC(C)=O.[Na+] (Sodium triacetoxyborohydride), CC1(OB(OC1(C)C)C=1C=C(C=CC1)N1CCNCC1)C (1-[3-(4,4,5,5-tetramethyl-1,3,2-dioxaborolan-2-yl)phenyl]piperazine), C=O (formaldehyde). Solvent: C(Cl)Cl (methylene chloride), C(Cl)Cl (methylene chloride). Conditions: time 1 hour. Product: CN1CCN(CC1)C1=CC(=CC=C1)B1OC(C(O1)(C)C)(C)C (1-Methyl-4-(3-(4,4,5,5-tetramethyl-1,3,2-dioxaborolan-2-yl)phenyl)piperazine). RXN SMILES: [C:1](O[BH-](OC(=O)C)OC(=O)C)(=O)C.[Na+].[CH3:15][C:16]1([CH3:35])[C:20]([CH3:22])([CH3:21])[O:19][B:18]([C:23]2[CH:24]=[C:25]([N:29]3[CH2:34][CH2:33][NH:32][CH2:31][CH2:30]3)[CH:26]=[CH:27][CH:28]=2)[O:17]1.C=O>C(Cl)Cl>[CH3:1][N:32]1[CH2:31][CH2:30][N:29]([C:25]2[CH:26]=[CH:27][CH:28]=[C:23]([B:18]3[O:17][C:16]([CH3:35])([CH3:15])[C:20]([CH3:21])([CH3:22])[O:19]3)[CH:24]=2)[CH2:34][CH2:33]1 |f:0.1|. Procedure: Sodium triacetoxyborohydride (0.066 g, 0.31 mmol) was added to a solution of 1-[3-(4,4,5,5-tetramethyl-1,3,2-dioxaborolan-2-yl)phenyl]piperazine (60.0 mg, 0.208 mmol, from Boron Molecular) and 11.0 M aqueous formaldehyde (0.057 mL, 0.62 mmol) in methylene chloride (0.8 mL, 10 mmol) and then the reaction was stirred at r.t. for 1 hour. The mixture was diluted with methylene chloride, washed with saturated NaHCO3, water, brine, then dried over Na2SO4, filtered and concentrated to provide the produ... Reactants: [OH-].[Na+] (Sodium hydroxide), N(C1=CC=CC=C1)C1=NC(=NC=C1Br)Cl (4-anilino-5-bromo-2-chloropyrimidine), NC1=CC=C(C=C1)CC(=O)O (4-aminophenylacetic acid), Cl (hydrochloric acid), C(CCC)O (n-butanol). Reaction conditions: temperature 100 celsius, time 18 hour. Yields the product N(C1=CC=CC=C1)C1=NC(=NC=C1Br)NC1=CC=C(C=C1)CCC(=O)O (4-Anilino-5-bromo-2-[4-(carboxyethyl)anilino]pyrimidine). As a reaction SMILES: [NH:1]([C:8]1[C:13]([Br:14])=[CH:12][N:11]=[C:10](Cl)[N:9]=1)[C:2]1[CH:7]=[CH:6][CH:5]=[CH:4][CH:3]=1.[NH2:16][C:17]1[CH:22]=[CH:21][C:20]([CH2:23][C:24](O)=O)=[CH:19][CH:18]=1.Cl.[OH-:28].[Na+].[CH2:30]([OH:34])CCC>>[NH:1]([C:8]1[C:13]([Br:14])=[CH:12][N:11]=[C:10]([NH:16][C:17]2[CH:18]=[CH:19][C:20]([CH2:23][CH2:24][C:30]([OH:34])=[O:28])=[CH:21][CH:22]=2)[N:9]=1)[C:2]1[CH:7]=[CH:6][CH:5]=[CH:4][CH:3]=1 |f:3.4|. Procedure: A mixture of 4-anilino-5-bromo-2-chloropyrimidine (Method 15; 1.50 g, 5.3 mmol), 4-aminophenylacetic acid (0.76 g, 5.0 mmol) and concentrated hydrochloric acid (0.98 ml, 5.3 mmol) in n-butanol (20 ml) was heated at 100° C. for 18 hours. The solid which separated out on cooling was collected by filtration and washed with n-butanol (20 ml) and diethyl ether (20 ml). The solid was dissolved in THF (20 ml) and methanol (10 ml). 2M Sodium hydroxide (3.80 ml, 7.6 mmol) was added and the solution was s... The reactants are O=S(CCCC#N)(N)=O, OB(O)C1=CC=C(OC)C=C1. The reagents and catalysts are [F-].[Cs+], CC(=O)[O-].CC(=O)[O-].[Cu+2]. Run in ClCCCl, ClCCCl. Conditions: temperature 60 celsius, time 18 hour. Product: O=S(CCCC#N)(NC1=CC=C(OC)C=C1)=O, O=S(CCCC#N)(N(C1=CC=C(OC)C=C1)C2=CC=C(OC)C=C2)=O. Isolated yield 22.8%. Reported procedure: Reactions were run in 8 x 30 mm glass vial inserts in 96 well-plate Para-dox Aluminum Reaction Blocks. The reaction components were dosed according to the design shown in Figure S2 and Figure S3. First, the catalysts (2 umol per vial) and solid bases (20 umol per vial) were added by dosing 50 uL each of a stock solution in 1,2-dichloroethane (40 mM for catalysts, 0.4 M for bases) via single-channel pipette. The 1,2-dichloroethane was then removed via centrifugal evaporation using a Genevac EZ-2 ... Starting materials: OC1(C(OC2=C1C=C(C(=C2C)C)NC(CC(C)(C)C)=O)(C)C)C2=CC=CC=C2 (N-(3-Hydroxy-2,2,6,7-tetramethyl-3-phenyl-2,3-dihydro-1-benzofuran-5-yl)-3,3-dimethylbutanamide). Solvent: C(C)(=O)OCC.CCCCCC (ethyl acetate hexane). Yields the product CC1(OC2=C(C1C1=CC=CC=C1)C=C(C(=C2C)C)NC(CC(C)(C)C)=O)C (N-(2,2,6,7-Tetramethyl-3-phenyl-2,3-dihydro-1-benzofuran-5-yl)-3,3-dimethylbutanamide). Isolated yield 82.0%. As a reaction SMILES: O[C:2]1([C:23]2[CH:28]=[CH:27][CH:26]=[CH:25][CH:24]=2)[C:6]2[CH:7]=[C:8]([NH:13][C:14](=[O:20])[CH2:15][C:16]([CH3:19])([CH3:18])[CH3:17])[C:9]([CH3:12])=[C:10]([CH3:11])[C:5]=2[O:4][C:3]1([CH3:22])[CH3:21]>C(OCC)(=O)C.CCCCCC>[CH3:21][C:3]1([CH3:22])[CH:2]([C:23]2[CH:24]=[CH:25][CH:26]=[CH:27][CH:28]=2)[C:6]2[CH:7]=[C:8]([NH:13][C:14](=[O:20])[CH2:15][C:16]([CH3:19])([CH3:18])[CH3:17])[C:9]([CH3:12])=[C:10]([CH3:11])[C:5]=2[O:4]1 |f:1.2|. Procedure: Using N-(3-hydroxy-2,2,6,7-tetramethyl-3-phenyl-2,3-dihydro-1-benzofuran-5-yl)-3,3-dimethylbutanamide obtained in Example 243, the title compound was synthesized in the same manner as in Example 271. Yield: 82%. Melting point: 182-183° C. (ethyl acetate-hexane). The reactants are COc1ccc(S(=O)(=O)[O-])c(OC)c1-c1ccccc1P(C1CCCCC1)C1CCCCC1, [K+], [K+], [Na+], O=C([O-])[O-], CC(=O)[O-], CC(=O)[O-], O, O=C(O)c1cccc(Cl)c1, [Pd+2], Cc1ccccc1B(O)O. Product: Cc1ccccc1-c1cccc(C(=O)O)c1. RXN SMILES: [CH:27]1([P:28]([CH:29]2[CH2:30][CH2:31][CH2:32][CH2:33][CH2:34]2)[c:35]2[cH:36][cH:37][cH:38][cH:39][c:40]2-[c:41]2[c:42]([O:43][CH3:44])[cH:45][cH:46][c:47]([S:48]([O-:49])(=[O:50])=[O:51])[c:52]2[O:53][CH3:54])[CH2:55][CH2:56][CH2:57][CH2:58][CH2:59]1.[K+:21].[K+:22].[Na+:60].[O-:23][C:24]([O-:25])=[O:26].[O-:63][C:64]([CH3:65])=[O:66].[O-:67][C:68]([CH3:69])=[O:70].[OH2:61].[OH:1][C:2](=[O:3])[c:4]1[cH:5][cH:6][cH:7][c:8]([Cl:9])[cH:10]1.[Pd+2:62].[c:11]1([CH3:20])[c:12]([B:17]([OH:18])[OH:19])[cH:13][cH:14][cH:15][cH:16]1>>[OH:1][C:2](=[O:3])[c:4]1[cH:5][cH:6][cH:7][c:8](-[c:12]2[c:11]([CH3:20])[cH:16][cH:15][cH:14][cH:13]2)[cH:10]1.